This data is from the Open Reaction Database (ORD), a public repository of structured organic reaction records. The task is: describe an organic reaction: reactants, conditions, products, and yield The reactants are COC(=O)c1ccccc1NC(=O)CN1CCN(C(=O)c2ccc(OC)c(OC)c2)CC1, CO, CCO, Cl. Yields the product Cl, COc1ccc(C(=O)N2CCN(CC(=O)Nc3ccccc3C(=O)O)CC2)cc1OC. RXN SMILES: [CH3:1][O:2][C:3](=[O:4])[c:5]1[c:6]([NH:7][C:8]([CH2:9][N:10]2[CH2:11][CH2:12][N:13]([C:16]([c:17]3[cH:18][c:19]([O:25][CH3:26])[c:20]([O:23][CH3:24])[cH:21][cH:22]3)=[O:27])[CH2:14][CH2:15]2)=[O:28])[cH:29][cH:30][cH:31][cH:32]1.[CH3:33][OH:34].[CH3:36][CH2:37][OH:38].[ClH:35]>>[ClH:35].[O:2]=[C:3]([OH:4])[c:5]1[c:6]([NH:7][C:8]([CH2:9][N:10]2[CH2:11][CH2:12][N:13]([C:16]([c:17]3[cH:18][c:19]([O:25][CH3:26])[c:20]([O:23][CH3:24])[cH:21][cH:22]3)=[O:27])[CH2:14][CH2:15]2)=[O:28])[cH:29][cH:30][cH:31][cH:32]1. The reactants are C(C)OC(C(CC1=CC=C(C=C1)OCCC1N(C(NC1)=O)C)(C)OC1=C(C=CC=C1)F)=O (2-(2-Fluoro-phenoxy)-2-methyl-3-{4-[2-(3-methyl-2-oxo-imidazolidin-4-yl)-ethoxy]-phenyl}-propionic acid ethyl ester), [H-].[Na+] (sodium hydride), FC(C=1C=C(CBr)C=CC1)(F)F (3-Trifluoromethylbenzyl bromide). The reagents and catalysts are [I-].C(CCC)[N+](CCCC)(CCCC)CCCC (tetrabutyl ammonium iodide). Run in C(C)(=O)OCC (ethyl acetate). Conditions: time 1 hour. The product is C(C)OC(C(CC1=CC=C(C=C1)OCCC1N(C(N(C1)CC1=CC(=CC=C1)C(F)(F)F)=O)C)(C)OC1=C(C=CC=C1)F)=O (2-(2-Fluoro-phenoxy)-2-methyl-3-(4-{2-[3-methyl-2-oxo-1-(3-trifluoromethyl-benzyl)-imidazolidin-4-yl]-ethoxy}-phenyl)-propionic acid ethyl ester). As a reaction SMILES: [F:1][C:2]([F:12])([F:11])[C:3]1[CH:4]=[C:5]([CH:8]=[CH:9][CH:10]=1)[CH2:6]Br.[CH2:13]([O:15][C:16](=[O:44])[C:17]([O:36][C:37]1[CH:42]=[CH:41][CH:40]=[CH:39][C:38]=1[F:43])([CH3:35])[CH2:18][C:19]1[CH:24]=[CH:23][C:22]([O:25][CH2:26][CH2:27][CH:28]2[CH2:32][NH:31][C:30](=[O:33])[N:29]2[CH3:34])=[CH:21][CH:20]=1)[CH3:14].[H-].[Na+]>[I-].C([N+](CCCC)(CCCC)CCCC)CCC.C(OCC)(=O)C>[CH2:13]([O:15][C:16](=[O:44])[C:17]([O:36][C:37]1[CH:42]=[CH:41][CH:40]=[CH:39][C:38]=1[F:43])([CH3:35])[CH2:18][C:19]1[CH:24]=[CH:23][C:22]([O:25][CH2:26][CH2:27][CH:28]2[CH2:32][N:31]([CH2:6][C:5]3[CH:8]=[CH:9][CH:10]=[C:3]([C:2]([F:12])([F:11])[F:1])[CH:4]=3)[C:30](=[O:33])[N:29]2[CH3:34])=[CH:21][CH:20]=1)[CH3:14] |f:2.3,4.5|. Reported procedure: 3-Trifluoromethylbenzyl bromide (0.03 mL, 0.175 mmol, d=1.565) and tetrabutyl ammonium iodide (catalytic amount) are added to a 0° C. suspension of 2-(2-Fluoro-phenoxy)-2-methyl-3-{4-[2-(3-methyl-2-oxo-imidazolidin-4-yl)-ethoxy]-phenyl}-propionic acid ethyl ester (0.052 g, 0.117 mmol) and sodium hydride (0.012 g, 0.292 mmol, 60% suspension on mineral oil), and pre-stirred for 1 h at ambient temperature. The reaction mixture is stirred at ambient temperature for 18 h, diluted with ethyl acetate, ... Reactants: CCOCC, Cc1ccc(S(=O)(=O)O)cc1, CCO, CN(CC(CC1CCCCC1)NC(=O)OC(C)(C)C)C(=O)OCC[Si](C)(C)C. Yields the product CN(CC(N)CC1CCCCC1)C(=O)OCC[Si](C)(C)C. Reaction SMILES: [CH2:29]([O:30][CH2:31][CH3:32])[CH3:33].[CH3:34][c:35]1[cH:36][cH:37][c:38]([S:39]([OH:40])(=[O:41])=[O:42])[cH:43][cH:44]1.[CH3:45][CH2:46][OH:47].[CH:1]1([CH2:7][CH:8]([CH2:9][N:10]([C:11](=[O:12])[O:13][CH2:14][CH2:15][Si:16]([CH3:17])([CH3:18])[CH3:19])[CH3:20])[NH:21][C:22](=[O:23])[O:24][C:25]([CH3:26])([CH3:27])[CH3:28])[CH2:2][CH2:3][CH2:4][CH2:5][CH2:6]1>>[CH:1]1([CH2:7][CH:8]([CH2:9][N:10]([C:11](=[O:12])[O:13][CH2:14][CH2:15][Si:16]([CH3:17])([CH3:18])[CH3:19])[CH3:20])[NH2:21])[CH2:2][CH2:3][CH2:4][CH2:5][CH2:6]1. Starting materials: C(=O)(N1C=NC=C1)N1C=NC=C1 (carbonyldiimidazole), [N+](=O)([O-])C1=CC=C(C=C1)CC(=O)O (4-Nitrobenzeneacetic acid), C1CCOC1 (THF), C(=O)=O (Carbon dioxide). Run at time 30 minute. The product is CNC(CC=1C=C2C=CNC2=CC1)=O (N-Methyl-1H-indole-5-acetamide). Isolated yield 66.6%. RXN SMILES: [N+:1]([C:4]1[CH:9]=[CH:8][C:7]([CH2:10][C:11]([OH:13])=O)=[CH:6][CH:5]=1)([O-])=O.[C:14](N1C=CN=C1)([N:16]1C=CN=C1)=O.C(=O)=O.[CH2:29]1COC[CH2:30]1>>[CH3:14][NH:16][C:11](=[O:13])[CH2:10][C:7]1[CH:8]=[C:9]2[C:4](=[CH:5][CH:6]=1)[NH:1][CH:30]=[CH:29]2. Reported procedure: 4-Nitrobenzeneacetic acid (16.6 g, 0.0916 mol) was dissolved in THF (200 mL) and carbonyldiimidazole (CDI, 15.6 g, 0.0963 mol) was added. Carbon dioxide evolution rapidly ensued and the reaction mixture was stirred at RT for 30 min. Gaseous methylamine was then bubbled through the mixture until it was distinctly basic to litmus paper. The THF was removed in vacuo and water (70 mL) was added. The solid material was collected by filtration and placed in a Parr bottle were palladium on carbon (10%,... The reactants are OC1=CC=C(CNC(C2=CC=C(C=C2)[N+](=O)[O-])=O)C=C1 (N-(4-hydroxybenzyl)-4-nitrobenzamide), TEA, C(CCCCCC)OC1=CC=C(C(=O)Cl)C=C1 (4-(heptyloxy)benzoyl chloride). Run in C(Cl)Cl (DCM), C(Cl)Cl (DCM). Product: C(CCCCCC)OC1=CC=C(C(=O)OC2=CC=C(C=C2)CNC(C2=CC=C(C=C2)[N+](=O)[O-])=O)C=C1 (4-((4-nitrobenzamido)methyl)phenyl 4-(heptyloxy)benzoate). Isolated yield 73.0%. RXN SMILES: [OH:1][C:2]1[CH:20]=[CH:19][C:5]([CH2:6][NH:7][C:8](=[O:18])[C:9]2[CH:14]=[CH:13][C:12]([N+:15]([O-:17])=[O:16])=[CH:11][CH:10]=2)=[CH:4][CH:3]=1.[CH2:21]([O:28][C:29]1[CH:37]=[CH:36][C:32]([C:33](Cl)=[O:34])=[CH:31][CH:30]=1)[CH2:22][CH2:23][CH2:24][CH2:25][CH2:26][CH3:27]>C(Cl)Cl>[CH2:21]([O:28][C:29]1[CH:30]=[CH:31][C:32]([C:33]([O:1][C:2]2[CH:3]=[CH:4][C:5]([CH2:6][NH:7][C:8](=[O:18])[C:9]3[CH:14]=[CH:13][C:12]([N+:15]([O-:17])=[O:16])=[CH:11][CH:10]=3)=[CH:19][CH:20]=2)=[O:34])=[CH:36][CH:37]=1)[CH2:22][CH2:23][CH2:24][CH2:25][CH2:26][CH3:27]. Procedure: Prepared using General Procedure 2: To a stirring solution of N-(4-hydroxybenzyl)-4-nitrobenzamide INT-1 (647 mg, 2.38 mmol) in DCM (10 mL) at 0° C. was added TEA (1.03 mL, 7.13 mmol) followed by 4-(heptyloxy)benzoyl chloride (12.4 mL, 2.85 mmol). The suspension was sonicated until clear then diluted with DCM (50 mL) and washed with NaHCO3 (20 mL). The organic layer was concentrated and purified by chromatography (EA/hexanes) to provide 857 mg (73%) of 4-((4-nitrobenzamido)methyl)phenyl 4-(hepty... Reactants: P(C(C)(C)C)(C(C)(C)C)C(C)(C)C (t-Bu3P), BrC1=CC=C(C=C1)C(O)C1=CC=NC2=CC(=CC=C12)OC ((4-bromophenyl)(7-methoxyquinolin-4-yl)methanol), [Li+].C[Si](C)(C)[N-][Si](C)(C)C (LiHMDS). The reagents and catalysts are C=1C=CC(=CC1)/C=C/C(=O)/C=C/C2=CC=CC=C2.C=1C=CC(=CC1)/C=C/C(=O)/C=C/C2=CC=CC=C2.C=1C=CC(=CC1)/C=C/C(=O)/C=C/C2=CC=CC=C2.[Pd].[Pd] (Pd2(dba)3), CO (MeOH). The solvent is C1(=CC=CC=C1)C (toluene). Conditions: temperature 80 celsius, time 3 hour. The product is NC1=CC=C(C=C1)C(O)C1=CC=NC2=CC(=CC=C12)OC ((4-aminophenyl)(7-methoxyquinolin-4-yl)methanol). The yield is 54.4%. Reaction SMILES: P(C(C)(C)C)(C(C)(C)C)C(C)(C)C.Br[C:15]1[CH:20]=[CH:19][C:18]([CH:21]([C:23]2[C:32]3[C:27](=[CH:28][C:29]([O:33][CH3:34])=[CH:30][CH:31]=3)[N:26]=[CH:25][CH:24]=2)[OH:22])=[CH:17][CH:16]=1.[Li+].C[Si]([N-:40][Si](C)(C)C)(C)C>C1(C)C=CC=CC=1.CO.C1C=CC(/C=C/C(/C=C/C2C=CC=CC=2)=O)=CC=1.C1C=CC(/C=C/C(/C=C/C2C=CC=CC=2)=O)=CC=1.C1C=CC(/C=C/C(/C=C/C2C=CC=CC=2)=O)=CC=1.[Pd].[Pd]>[NH2:40][C:15]1[CH:20]=[CH:19][C:18]([CH:21]([C:23]2[C:32]3[C:27](=[CH:28][C:29]([O:33][CH3:34])=[CH:30][CH:31]=3)[N:26]=[CH:25][CH:24]=2)[OH:22])=[CH:17][CH:16]=1 |f:2.3,6.7.8.9.10|. Procedure details: In a 25 mL sealed tube under N2, were dissolved Pd2(dba)3 (84 mg, 92 μmol), t-Bu3P (1M in PhMe) (92 μl, 92 μmol), (4-bromophenyl)(7-methoxyquinolin-4-yl)methanol (316 mg, 918 μmol) and LiHMDS (1M in THF) (2.75 mL, 2.75 mmol) in 3.5 mL of toluene and the solution was then heated at 80° C. After 3 h, the crude reaction mixture was neutralized by adding 5 drops of MeOH and then directly purified by MPLC (ISCO, dichloromethane:MeOH 100:0 to 90:10) to afford (4-aminophenyl)(7-methoxyquinolin-4-yl)met... Starting materials: NC1=C(C=C(C=C1)C)C1=CC=CC=C1 (2-amino-5-methylbiphenyl), C(=S)(Cl)Cl (thiophosgene). The solvent is O1CCOCC1 (dioxan), O (water). The product is CC1=CC=C(C(=C1)C1=CC=CC=C1)N=C=S (5-methyl-2-biphenylyl isothiocyanate). RXN SMILES: [NH2:1][C:2]1[CH:7]=[CH:6][C:5]([CH3:8])=[CH:4][C:3]=1[C:9]1[CH:14]=[CH:13][CH:12]=[CH:11][CH:10]=1.[C:15](Cl)(Cl)=[S:16]>O1CCOCC1.O>[CH3:8][C:5]1[CH:4]=[C:3]([C:9]2[CH:10]=[CH:11][CH:12]=[CH:13][CH:14]=2)[C:2]([N:1]=[C:15]=[S:16])=[CH:7][CH:6]=1. Procedure details: Reaction of 2-amino-5-methylbiphenyl (7 g) with thiophosgene (5.7 g) in a mixture of dioxan (20 ml) and water (50 ml) at 0°-5° C. for 30 minutes and at ambient temperature for 1 hour gave 5-methyl-2-biphenylyl isothiocyanate as a yellow oil. Reactants: BrC1=C(C=C(C=C1)C1=CN=C(N1)[C@H]1N(CCC1)C([C@H](C(C)C)NC(OC)=O)=O)OC(F)F (methyl (S)-1-((S)-2-(5-(4-bromo-3-(difluoromethoxy)phenyl)-1H-imidazol-2-yl)pyrrolidin-1-yl)-3-methyl-1-oxobutan-2-ylcarbamate), BrC1=C(C=C(C=C1)C1=CN=C(N1)[C@H]1N(CCC1)C(=O)OC(C)(C)C)OC(F)F ((S)-tert-Butyl 2-(5-(4-bromo-3-(difluoromethoxy)phenyl)-1H-imidazol-2-yl)pyrrolidine-1-carboxylate). The product is BrC=1C=C2C(=CC3=C(NC(=N3)[C@H]3N(CCC3)C([C@H](C(C)C)NC(OC)=O)=O)C2=CC1)C#CC (Methyl (S)-1-((S)-2-(7-bromo-5-(prop-1-ynyl)-1H-naphtho[1,2-d]imidazol-2-yl)pyrrolidin-1-yl)-3-methyl-1-oxobutan-2-ylcarbamate). RXN SMILES: [Br:1][C:2]1[CH:7]=[CH:6][C:5]([C:8]2[NH:12][C:11]([C@@H:13]3[CH2:17][CH2:16][CH2:15][N:14]3[C:18](=[O:28])[C@@H:19]([NH:23][C:24](=[O:27])[O:25][CH3:26])[CH:20]([CH3:22])[CH3:21])=[N:10][CH:9]=2)=[CH:4][C:3]=1OC(F)F.Br[C:34]1[CH:39]=[CH:38]C(C2NC([C@@H]3CCCN3C(OC(C)(C)C)=O)=NC=2)=[CH:36][C:35]=1OC(F)F>>[Br:1][C:2]1[CH:7]=[C:6]2[C:5](=[CH:4][CH:3]=1)[C:8]1[NH:12][C:11]([C@@H:13]3[CH2:17][CH2:16][CH2:15][N:14]3[C:18](=[O:28])[C@@H:19]([NH:23][C:24](=[O:27])[O:25][CH3:26])[CH:20]([CH3:22])[CH3:21])=[N:10][C:9]=1[CH:36]=[C:35]2[C:34]#[C:39][CH3:38]. Procedure: Methyl (S)-1-((S)-2-(7-bromo-5-(prop-1-ynyl)-1H-naphtho[1,2-d]imidazol-2-yl)pyrrolidin-1-yl)-3-methyl-1-oxobutan-2-ylcarbamate was prepared according to the procedure described for the synthesis of methyl (S)-1-((S)-2-(5-(4-bromo-3-(difluoromethoxy)phenyl)-1H-imidazol-2-yl)pyrrolidin-1-yl)-3-methyl-1-oxobutan-2-ylcarbamate, substituting (S)-tert-butyl 2-(7-bromo-5-(prop-1-ynyl)-1H-naphtho[1,2-d]imidazol-2-yl)pyrrolidine-1-carboxylate for (S)-tert-Butyl 2-(5-(4-bromo-3-(difluoromethoxy)phenyl)-1H... Reactants: N#Cc1ccc(Cn2c(-c3ccc(Cl)cc3O)nc3ccccc32)c(F)c1, ICC1CCCC1. Product: N#Cc1ccc(Cn2c(-c3ccc(Cl)cc3OCC3CCCC3)nc3ccccc32)c(F)c1. Reaction SMILES: [Cl:1][c:2]1[cH:3][c:4]([OH:27])[c:5](-[c:8]2[n:9][c:10]3[c:11]([n:12]2[CH2:13][c:14]2[c:15]([F:22])[cH:16][c:17]([C:18]#[N:19])[cH:20][cH:21]2)[cH:23][cH:24][cH:25][cH:26]3)[cH:6][cH:7]1.[I:28][CH2:29][CH:30]1[CH2:31][CH2:32][CH2:33][CH2:34]1>>[Cl:1][c:2]1[cH:3][c:4]([O:27][CH2:29][CH:30]2[CH2:31][CH2:32][CH2:33][CH2:34]2)[c:5](-[c:8]2[n:9][c:10]3[c:11]([n:12]2[CH2:13][c:14]2[c:15]([F:22])[cH:16][c:17]([C:18]#[N:19])[cH:20][cH:21]2)[cH:23][cH:24][cH:25][cH:26]3)[cH:6][cH:7]1. Starting materials: CC1(C)C(=O)N(c2ccc(OC(F)(F)F)c(NC(=O)CCl)c2)C(=O)N1Cc1ccncc1, CC1CCNCC1. The product is CC1CCN(CC(=O)Nc2cc(N3C(=O)N(Cc4ccncc4)C(C)(C)C3=O)ccc2OC(F)(F)F)CC1. Reaction SMILES: [CH3:1][C:2]1([CH3:32])[N:3]([CH2:25][c:26]2[cH:27][cH:28][n:29][cH:30][cH:31]2)[C:4](=[O:24])[N:5]([c:8]2[cH:9][cH:10][c:11]([O:19][C:20]([F:21])([F:22])[F:23])[c:12]([NH:14][C:15]([CH2:16][Cl:17])=[O:18])[cH:13]2)[C:6]1=[O:7].[CH3:33][CH:34]1[CH2:35][CH2:36][NH:37][CH2:38][CH2:39]1>>[CH3:1][C:2]1([CH3:32])[N:3]([CH2:25][c:26]2[cH:27][cH:28][n:29][cH:30][cH:31]2)[C:4](=[O:24])[N:5]([c:8]2[cH:9][cH:10][c:11]([O:19][C:20]([F:21])([F:22])[F:23])[c:12]([NH:14][C:15]([CH2:16][N:37]3[CH2:36][CH2:35][CH:34]([CH3:33])[CH2:39][CH2:38]3)=[O:18])[cH:13]2)[C:6]1=[O:7].